This data is from the Open Reaction Database (ORD), a public repository of structured organic reaction records. The task is: describe an organic reaction: reactants, conditions, products, and yield Product: COCc1ccc(Oc2cc(OC3CCOCC3)c3[nH]c(C(=O)O)cc3c2)cn1. RXN SMILES: [CH3:1][O:2][CH2:3][c:4]1[cH:5][cH:6][c:7]([O:10][c:11]2[cH:12][c:13]3[cH:14][c:15]([C:27](=[O:28])[O:29][CH2:30][CH3:31])[nH:16][c:17]3[c:18]([O:20][CH:21]3[CH2:22][CH2:23][O:24][CH2:25][CH2:26]3)[cH:19]2)[cH:8][n:9]1.[CH3:34][CH2:35][OH:36].[Na+:33].[O:37]1[CH2:38][CH2:39][CH2:40][CH2:41]1.[OH-:32]>>[CH3:1][O:2][CH2:3][c:4]1[cH:5][cH:6][c:7]([O:10][c:11]2[cH:12][c:13]3[cH:14][c:15]([C:27](=[O:28])[OH:29])[nH:16][c:17]3[c:18]([O:20][CH:21]3[CH2:22][CH2:23][O:24][CH2:25][CH2:26]3)[cH:19]2)[cH:8][n:9]1. Starting materials: CCOC(=O)c1cc2cc(Oc3ccc(COC)nc3)cc(OC3CCOCC3)c2[nH]1, CCO, [Na+], C1CCOC1, [OH-].